From a dataset of the Open Reaction Database (ORD), a public repository of structured organic reaction records. describe an organic reaction: reactants, conditions, products, and yield The reactants are COC1=C(C=CC=C1)N1CCNCC1 (1-(2-methoxyphenyl)piperazine), ClC1=C(C=CC=C1Cl)N1CCN(CC1)CCC1OC1 (1-(2,3-Dichlorophenyl)-4-(2-(oxiran-2-yl)ethyl)piperazine). Product: COC1=C(C=CC=C1)N1CCN(CC1)CCC1OC1 (1-(2-Methoxyphenyl)-4-(2-(oxiran-2-yl)ethyl)piperazine). The yield is 87.0%. Reaction SMILES: [CH3:1][O:2][C:3]1[CH:8]=[CH:7][CH:6]=[CH:5][C:4]=1[N:9]1[CH2:14][CH2:13][NH:12][CH2:11][CH2:10]1.ClC1C(Cl)=CC=CC=1N1CCN([CH2:29][CH2:30][CH:31]2[CH2:33][O:32]2)CC1>>[CH3:1][O:2][C:3]1[CH:8]=[CH:7][CH:6]=[CH:5][C:4]=1[N:9]1[CH2:14][CH2:13][N:12]([CH2:29][CH2:30][CH:31]2[CH2:33][O:32]2)[CH2:11][CH2:10]1. Procedure details: Prepared from 24 and 1-(2-methoxyphenyl)piperazine in a similar fashion as described above for 28a. Yield: 87%, 1H NMR (CDCl3): δ 2.60 (m, 2H), 2.67 (s, 4H), 2.78 (dd, J 4.9, 4.0), 3.00 (m, 1H), 3.10 (s, 4H), 3.86 (s, 3H), 6.86 (dd, J 7.8, 1.3, 1H), 6.88-7.03 (m, 3H). 13C NMR (CDCl3): δ 30.2, 47.2, 50.7, 51.0, 53.5, 55.2, 55.4, 111.2, 118.3, 121.1, 123.0, 141.4, 152.3.